This data is from the Open Reaction Database (ORD), a public repository of structured organic reaction records. The task is: describe an organic reaction: reactants, conditions, products, and yield The reactants are C(CCCCCCCCCCCCCCC)N (hexadecylamine), C(C)(=O)OC1=C(C=CC2=C(C=CC=C12)NC(=O)C)S(=O)(=O)Cl (1-acetoxy-5-acetaminonaphthalene-2-sulfonyl chloride). The solvent is CC(=O)C (acetone), CC(=O)C (acetone). Run at time 1 hour. The product is NC1=C2C=CC(=C(C2=CC=C1)O)S(NCCCCCCCCCCCCCCCC)(=O)=O (5-amino-2-hexadecylsulfamoyl-1-naphthol). Isolated yield 40.6%. RXN SMILES: [CH2:1]([NH2:17])[CH2:2][CH2:3][CH2:4][CH2:5][CH2:6][CH2:7][CH2:8][CH2:9][CH2:10][CH2:11][CH2:12][CH2:13][CH2:14][CH2:15][CH3:16].C([O:21][C:22]1[C:31]2[C:26](=[C:27]([NH:32]C(C)=O)[CH:28]=[CH:29][CH:30]=2)[CH:25]=[CH:24][C:23]=1[S:36](Cl)(=[O:38])=[O:37])(=O)C>CC(C)=O>[NH2:32][C:27]1[CH:28]=[CH:29][CH:30]=[C:31]2[C:26]=1[CH:25]=[CH:24][C:23]([S:36](=[O:38])(=[O:37])[NH:17][CH2:1][CH2:2][CH2:3][CH2:4][CH2:5][CH2:6][CH2:7][CH2:8][CH2:9][CH2:10][CH2:11][CH2:12][CH2:13][CH2:14][CH2:15][CH3:16])=[C:22]2[OH:21]. Reported procedure: 30 g of hexadecylamine was dissolved in 250 liters of acetone. To this solution was added gradually a solution of 40 g of 1-acetoxy-5-acetaminonaphthalene-2-sulfonyl chloride synthesized above in 150 ml of acetone while stirring, and, after completion of the addition, stirring was continued for about 1 hour at about 40° C. Then, the reaction solution was cooled with ice, and the precipitated crystals were collected by filtration and well washed with 1 liter of methanol. The crystals were refluxe... As a reaction SMILES: [C:1]1([CH:8]=[CH:7][CH:6]=[C:4]([OH:5])[CH:3]=1)[OH:2].[C:9]([OH:14])(=O)[C:10](O)=O.[C:15]([C:18]1[CH:23]=[CH:22][CH:21]=[C:20]([C:24]([CH3:26])=[CH2:25])[CH:19]=1)([CH3:17])=[CH2:16]>CCCCCCC>[OH:2][C:1]1[CH:3]=[C:4]([OH:5])[CH:6]=[CH:7][C:8]=1[C:24]([C:20]1[CH:21]=[CH:22][CH:23]=[C:18]([C:15]([C:3]2[CH:4]=[CH:10][C:9]([OH:14])=[CH:8][C:1]=2[OH:2])([CH3:17])[CH3:16])[CH:19]=1)([CH3:26])[CH3:25]. Run in CCCCCCC (heptane). Reported procedure: Into a 2-liter kettle equipped with stirrer, thermometer, reflux condenser and an addition funnel, 264.0 grams of resorcinol (2.4 moles) 12.0 grams of oxalic acid and 900 ml of heptane were placed. The contents of this flask were heated to about 75° C. While maintaining the temperature of the resorcinolic slurry between about 75°-85° C., 126.4 grams of 1,3-diisopropenyl benzene (0.8 moles) was added dropwise for about 2 hours. After the completion of the above addition, the temperature of the re... Run at temperature 75 celsius. Reactants: C1(O)=CC(O)=CC=C1 (resorcinol), C(C(=O)O)(=O)O (oxalic acid), C(=C)(C)C1=CC(=CC=C1)C(=C)C (1,3-diisopropenyl benzene). Yields the product OC1=C(C=CC(=C1)O)C(C)(C)C1=CC(=CC=C1)C(C)(C)C1=C(C=C(C=C1)O)O (1,3-Bis [(2,4-di-hydroxyphenyl)-alpha-methyl ethyl] benzene). Reported procedure: To methyl 7-[3-(2-propoxyethoxy)phenoxy]-1,1-dioxo-2,3-dihydro-1-benzothiepine-4-carboxylate (0.36 g) dissolved in THF (10.8 ml)/methanol (5.4 ml) was added a 1 N aqueous solution (2.4 ml) of sodium hydroxide, and the resulting mixture was stirred at 65° C. for 16 hours. After cooling to the room temperature, the reaction mixture was concentrated under reduced pressure to remove a half of the solvent. A 1 N aqueous solution (3.0 ml) of sodium hydroxide was added to the resulting mixture, which w... Yield: 77.4%. As a reaction SMILES: [CH2:1]([O:4][CH2:5][CH2:6][O:7][C:8]1[CH:9]=[C:10]([CH:29]=[CH:30][CH:31]=1)[O:11][C:12]1[CH:13]=[CH:14][C:15]2[S:21](=[O:23])(=[O:22])[CH2:20][CH2:19][C:18]([C:24]([O:26]C)=[O:25])=[CH:17][C:16]=2[CH:28]=1)[CH2:2][CH3:3].[OH-].[Na+]>C1COCC1.CO>[CH2:1]([O:4][CH2:5][CH2:6][O:7][C:8]1[CH:9]=[C:10]([CH:29]=[CH:30][CH:31]=1)[O:11][C:12]1[CH:13]=[CH:14][C:15]2[S:21](=[O:22])(=[O:23])[CH2:20][CH2:19][C:18]([C:24]([OH:26])=[O:25])=[CH:17][C:16]=2[CH:28]=1)[CH2:2][CH3:3] |f:1.2|. Run at temperature 65 celsius, time 16 hour. Yields the product C(CC)OCCOC=1C=C(OC=2C=CC3=C(C=C(CCS3(=O)=O)C(=O)O)C2)C=CC1 (7-[3-(2-propoxyethoxy)phenoxy]-1,1-dioxo-2,3-dihydro-1-benzothiepine-4-carboxylic acid). The solvent is C1CCOC1 (THF), CO (methanol). Reactants: aqueous solution, [OH-].[Na+] (sodium hydroxide), C(CC)OCCOC=1C=C(OC=2C=CC3=C(C=C(CCS3(=O)=O)C(=O)OC)C2)C=CC1 (methyl 7-[3-(2-propoxyethoxy)phenoxy]-1,1-dioxo-2,3-dihydro-1-benzothiepine-4-carboxylate). Starting materials: OC1CN(CC12CC2)CCCO (3-(7-hydroxy-5-azaspiro[2.4]heptane-5-yl)propanol), Et3N-, CS(=O)(=O)Cl (methanesulfonyl chloride). Run in C(Cl)Cl (CH2Cl2). Reaction conditions: temperature 0 celsius, time 3 hour. The product is CS(=O)(=O)OCCCN1CC2(CC2)C(C1)O (3-(7-hydroxy-5-azaspiro[2.4]heptane-5-yl)propyl methanesulfonate). RXN SMILES: [OH:1][CH:2]1[C:6]2([CH2:8][CH2:7]2)[CH2:5][N:4]([CH2:9][CH2:10][CH2:11][OH:12])[CH2:3]1.[CH3:13][S:14](Cl)(=[O:16])=[O:15]>C(Cl)Cl>[CH3:13][S:14]([O:12][CH2:11][CH2:10][CH2:9][N:4]1[CH2:3][CH:2]([OH:1])[C:6]2([CH2:7][CH2:8]2)[CH2:5]1)(=[O:16])=[O:15]. Procedure details: To a solution of 3-(7-hydroxy-5-azaspiro[2.4]heptane-5-yl)propanol (1.14 g, 6.67 mmol) and Et3N-(1.35 g, 13.34 mmol) in CH2Cl2 (20 mL) was added methanesulfonyl chloride (1.15 g, 10 mmol) dropwise at 0° C. The reaction was then stirred at 0° C. for 3 hrs. The reaction mixture was washed with cold water (10 mL) and the organic layer was dried over anhydrous Na2SO4, filtered and concentrated in vacuo to afford the title compound as orange oil. The crude product was used for the next step without f... The reactants are CCOC(C)=O, O=C(Cl)OCc1ccccc1, Cl, CCOc1ccc(NS(=O)(=O)c2ccc3[nH]cc(CCN)c3c2)cc1, [Na+], [Na+], O=C([O-])[O-], O. As a reaction SMILES: [CH3:39][CH2:40][O:41][C:42](=[O:43])[CH3:44].[Cl:1][C:2](=[O:3])[O:4][CH2:5][c:6]1[cH:7][cH:8][cH:9][cH:10][cH:11]1.[ClH:13].[NH2:14][CH2:15][CH2:16][c:17]1[cH:18][nH:19][c:20]2[cH:21][cH:22][c:23]([S:26](=[O:27])(=[O:28])[NH:29][c:30]3[cH:31][cH:32][c:33]([O:36][CH2:37][CH3:38])[cH:34][cH:35]3)[cH:24][c:25]12.[Na+:45].[Na+:46].[O-:47][C:48](=[O:49])[O-:50].[OH2:12]>>[C:2](=[O:3])([O:4][CH2:5][c:6]1[cH:7][cH:8][cH:9][cH:10][cH:11]1)[NH:14][CH2:15][CH2:16][c:17]1[cH:18][nH:19][c:20]2[cH:21][cH:22][c:23]([S:26](=[O:27])(=[O:28])[NH:29][c:30]3[cH:31][cH:32][c:33]([O:36][CH2:37][CH3:38])[cH:34][cH:35]3)[cH:24][c:25]12. Product: CCOc1ccc(NS(=O)(=O)c2ccc3[nH]cc(CCNC(=O)OCc4ccccc4)c3c2)cc1.